From a dataset of the Open Reaction Database (ORD), a public repository of structured organic reaction records. describe an organic reaction: reactants, conditions, products, and yield The reactants are [OH-].[K+] (potassium hydroxide), COC1=C(C=CC=C1)C=1N=NNN1 (5-(2-methoxyphenyl)-2H-tetrazole), CC(C)(C)O (2-methyl-2-propanol), S(O)(O)(=O)=O (sulfuric acid). Solvent: C(=O)(C(F)(F)F)O (TFA), C(C)(=O)OCC (ethyl acetate). Conditions: time 16 hour. The product is CC(C)(C)N1NNN=C1C1=C(C=CC=C1)OC (1-(1,1-dimethylethyl)-5-(2-methoxyphenyl)-2H-tetrazole). The yield is 35.5%. As a reaction SMILES: [CH3:1][O:2][C:3]1[CH:8]=[CH:7][CH:6]=[CH:5][C:4]=1[C:9]1[N:10]=[N:11][NH:12][N:13]=1.[CH3:14][C:15](O)([CH3:17])[CH3:16].S(=O)(=O)(O)O.[OH-].[K+]>C(O)(C(F)(F)F)=O.C(OCC)(=O)C>[CH3:14][C:15]([N:13]1[C:9]([C:4]2[CH:5]=[CH:6][CH:7]=[CH:8][C:3]=2[O:2][CH3:1])=[N:10][NH:11][NH:12]1)([CH3:17])[CH3:16] |f:3.4|. Procedure: A mixture of 5-(2-methoxyphenyl)-2H-tetrazole (0.83 g, 4.71 mmol), 2-methyl-2-propanol (0.7 g, 9.4 mmol), and sulfuric acid (0.24 g, 2.4 mmol) in 4.6 mL of TFA was stirred under nitrogen at room temperature for 16 hours. The reaction mixture then was diluted with ethyl acetate, poured into 2 M potassium hydroxide, and extracted with ethyl acetate. The ethyl acetate layer was washed with water, dried over magnesium sulfate and concentrated. Purification of the residue by column chromatography on ... The yield is 82.7%. Run in C(Cl)Cl (methylene chloride). Reported procedure: Tert-butyl 4-(4-trifluoromethoxyphenoxy)-piperidine-1-carboxylate (92 g, 254.59 mmol) prepared in Reference Example 189 was dissolved in methylene chloride (100 ml). Trifluoroacetic acid (200 ml) was added dropwise to this solution at room temperature, and the mixture was stirred overnight. The reaction mixture was concentrated under reduced pressure, and the residue was then dissolved in methylene chloride, which was neutralized with a sodium hydroxide aqueous solution. The mixture was extracte... Reactants: FC(OC1=CC=C(OC2CCN(CC2)C(=O)OC(C)(C)C)C=C1)(F)F (Tert-butyl 4-(4-trifluoromethoxyphenoxy)-piperidine-1-carboxylate), FC(C(=O)O)(F)F (Trifluoroacetic acid). Reaction SMILES: [F:1][C:2]([F:25])([F:24])[O:3][C:4]1[CH:23]=[CH:22][C:7]([O:8][CH:9]2[CH2:14][CH2:13][N:12](C(OC(C)(C)C)=O)[CH2:11][CH2:10]2)=[CH:6][CH:5]=1.FC(F)(F)C(O)=O>C(Cl)Cl>[F:25][C:2]([F:1])([F:24])[O:3][C:4]1[CH:23]=[CH:22][C:7]([O:8][CH:9]2[CH2:10][CH2:11][NH:12][CH2:13][CH2:14]2)=[CH:6][CH:5]=1. Yields the product FC(OC1=CC=C(OC2CCNCC2)C=C1)(F)F (4-(4-trifluoromethoxyphenoxy)piperidine). Run at time 8 hour. The reagents and catalysts are [Cu]I (CuI). RXN SMILES: I[C:2]1[CH:7]=[C:6]([O:8][CH3:9])[CH:5]=[C:4]([O:10][CH3:11])[CH:3]=1.[OH:12][CH2:13][C@@H:14]1[C@:23]2([CH3:24])[C@H:18]([C:19]([CH3:26])([CH3:25])[CH2:20][CH2:21][CH2:22]2)[CH2:17][CH2:16][C@@:15]1([CH3:28])[OH:27].C([O-])([O-])=O.[Cs+].[Cs+].COCCOCCOC>CCOC(C)=O.[Cu]I.C1(C)C=CC=CC=1>[CH3:9][O:8][C:6]1[CH:7]=[C:2]([CH:3]=[C:4]([O:10][CH3:11])[CH:5]=1)[O:12][CH2:13][C@@H:14]1[C@:23]2([CH3:24])[C@H:18]([C:19]([CH3:26])([CH3:25])[CH2:20][CH2:21][CH2:22]2)[CH2:17][CH2:16][C@@:15]1([CH3:28])[OH:27] |f:2.3.4|. Reaction conditions: temperature 120 celsius, time 18 hour. The reactants are IC1=CC(=CC(=C1)OC)OC (1-iodo-3,5-dimethoxybenzene), OC[C@H]1[C@@](CC[C@H]2C(CCC[C@]12C)(C)C)(O)C ((1S,2R,4aS,8aS)-1-(hydroxymethyl)-2,5,5,8a-tetramethyl-decahydronaphthalen-2-ol), C(=O)([O-])[O-].[Cs+].[Cs+] (Cs2CO3), COCCOCCOC (diglyme). Isolated yield 70.4%. Procedure details: In a sealed tube purged with nitrogen, 1-iodo-3,5-dimethoxybenzene (36) (0.78 g, 3.0 mmol), (1S,2R,4aS,8aS)-1-(hydroxymethyl)-2,5,5,8a-tetramethyl-decahydronaphthalen-2-ol (3) (0.65 g, 2.68 mmol), Cs2CO3 (1.3 g, 4.0 mmol), 3,4,7,8-tetramethyl-[1,10]-phenylthroline (0.12 g, 0.50 mmol), CuI (0.05 g, 0.3 mmol), diglyme (2 mL) and toluene (10 mL) were added. The reaction mixture was stirred at 120° C. for 18 h. The reaction was cooled to room temperature, diluted with EtOAc (300 mL) and washed with ... The product is COC=1C=C(OC[C@H]2[C@@](CC[C@H]3C(CCC[C@]23C)(C)C)(O)C)C=C(C1)OC ((1S,2R,4aS,8aS)-1-(3,5-dimethoxyphenoxymethyl)-2,5,5,8a-tetramethyl-decahydronaphthalen-2-ol). Solvent: C1(=CC=CC=C1)C (toluene), CCOC(=O)C (EtOAc). The reactants are O=CC1Cc2ccccc2C1, Cc1ccc2c(c1)nc(C)n2C1CCC(N)CC1, Cl. Yields the product Cc1ccc2c(c1)nc(C)n2C1CCC(NCC2Cc3ccccc3C2)CC1. Reaction SMILES: [CH2:20]1[CH:21]([CH:29]=[O:30])[CH2:22][c:23]2[cH:24][cH:25][cH:26][cH:27][c:28]21.[CH3:2][c:3]1[n:4][c:5]2[c:6]([n:7]1[CH:8]1[CH2:9][CH2:10][CH:11]([NH2:14])[CH2:12][CH2:13]1)[cH:15][cH:16][c:17]([CH3:19])[cH:18]2.[ClH:1]>>[CH3:2][c:3]1[n:4][c:5]2[c:6]([n:7]1[CH:8]1[CH2:9][CH2:10][CH:11]([NH:14][CH2:29][CH:21]3[CH2:20][c:28]4[c:23]([cH:24][cH:25][cH:26][cH:27]4)[CH2:22]3)[CH2:12][CH2:13]1)[cH:15][cH:16][c:17]([CH3:19])[cH:18]2. Reactants: C[O-], CC(=O)O, [Na+], COC(=O)c1nc(N2CCCCS2(=O)=O)c2cccnc2c1OS(=O)(=O)c1ccc(C)cc1, CN(C)C=O, O. Yields the product COC(=O)c1nc(N2CCCCS2(=O)=O)c2cccnc2c1O. As a reaction SMILES: [CH3:34][O-:35].[CH3:37][C:38](=[O:39])[OH:40].[Na+:36].[O:1]=[S:2]1(=[O:33])[N:3]([c:8]2[c:9]3[cH:10][cH:11][cH:12][n:13][c:14]3[c:15]([O:22][S:23]([c:24]3[cH:25][cH:26][c:27]([CH3:28])[cH:29][cH:30]3)(=[O:31])=[O:32])[c:16]([C:18](=[O:19])[O:20][CH3:21])[n:17]2)[CH2:4][CH2:5][CH2:6][CH2:7]1.[O:42]=[CH:43][N:44]([CH3:45])[CH3:46].[OH2:41]>>[O:1]=[S:2]1(=[O:33])[N:3]([c:8]2[c:9]3[cH:10][cH:11][cH:12][n:13][c:14]3[c:15]([OH:22])[c:16]([C:18](=[O:19])[O:20][CH3:21])[n:17]2)[CH2:4][CH2:5][CH2:6][CH2:7]1. The reactants are COC(=O)c1ccc(Cn2ccc(NC(=O)C(CC3CCCC3)c3ccc(S(C)(=O)=O)c(Cl)c3)n2)cc1, Cl, C1COCCO1, O. The product is CS(=O)(=O)c1ccc(C(CC2CCCC2)C(=O)Nc2ccn(Cc3ccc(C(=O)O)cc3)n2)cc1Cl. RXN SMILES: [CH3:1][O:2][C:3]([c:4]1[cH:5][cH:6][c:7]([CH2:10][n:11]2[n:12][c:13]([NH:16][C:17]([CH:18]([CH2:19][CH:20]3[CH2:21][CH2:22][CH2:23][CH2:24]3)[c:25]3[cH:26][c:27]([Cl:35])[c:28]([S:31](=[O:32])(=[O:33])[CH3:34])[cH:29][cH:30]3)=[O:36])[cH:14][cH:15]2)[cH:8][cH:9]1)=[O:37].[ClH:38].[O:39]1[CH2:40][CH2:41][O:42][CH2:43][CH2:44]1.[OH2:45]>>[O:2]=[C:3]([c:4]1[cH:5][cH:6][c:7]([CH2:10][n:11]2[n:12][c:13]([NH:16][C:17]([CH:18]([CH2:19][CH:20]3[CH2:21][CH2:22][CH2:23][CH2:24]3)[c:25]3[cH:26][c:27]([Cl:35])[c:28]([S:31](=[O:32])(=[O:33])[CH3:34])[cH:29][cH:30]3)=[O:36])[cH:14][cH:15]2)[cH:8][cH:9]1)[OH:37].